Dataset: the Open Reaction Database (ORD), a public repository of structured organic reaction records. Task: describe an organic reaction: reactants, conditions, products, and yield Reactants: N1CCC2=CC=CC=C12 (indoline), COC(CCC1=CC=C(C=C1)CN1C(C(=CC=C1)C1=CC=C(C=C1)N)=O)=O (3-{4-[3-(4-aminophenyl)-2-oxo-2H-pyridin-1-ylmethyl]phenyl}propionic acid methyl ester), ClC(Cl)(OC(OC(Cl)(Cl)Cl)=O)Cl (triphosgene), C(C)(=O)OCC (ethyl acetate). Solvent: O1CCCC1 (tetrahydrofuran), O1CCCC1 (tetrahydrofuran), O1CCCC1 (tetrahydrofuran). Conditions: time 18 hour. Procedure details: A solution of 3-{4-[3-(4-aminophenyl)-2-oxo-2H-pyridin-1-ylmethyl]phenyl}propionic acid methyl ester in tetrahydrofuran (5 mL) was added to a stirred solution of triphosgene (0.135 g, 0.45 mmol) in tetrahydrofuran (5 mL) at 0° C. After 2 hours a solution of indoline (0.054 g, 0.45 mmol) in tetrahydrofuran (2.5 mL) was added and stirring continued at room temperature for 18 hours. The mixture was then poured into ethyl acetate (25 mL) and washed sequentially with hydrochloric acid (10 mL, 1M), sa... Reaction SMILES: [CH3:1][O:2][C:3](=[O:27])[CH2:4][CH2:5][C:6]1[CH:11]=[CH:10][C:9]([CH2:12][N:13]2[CH:18]=[CH:17][CH:16]=[C:15]([C:19]3[CH:24]=[CH:23][C:22]([NH2:25])=[CH:21][CH:20]=3)[C:14]2=[O:26])=[CH:8][CH:7]=1.ClC(Cl)(O[C:32](=[O:38])OC(Cl)(Cl)Cl)Cl.[NH:40]1[C:48]2[C:43](=[CH:44][CH:45]=[CH:46][CH:47]=2)[CH2:42][CH2:41]1.C(OCC)(=O)C>O1CCCC1>[CH3:1][O:2][C:3](=[O:27])[CH2:4][CH2:5][C:6]1[CH:7]=[CH:8][C:9]([CH2:12][N:13]2[CH:18]=[CH:17][CH:16]=[C:15]([C:19]3[CH:20]=[CH:21][C:22]([NH:25][C:32]([N:40]4[C:48]5[C:43](=[CH:44][CH:45]=[CH:46][CH:47]=5)[CH2:42][CH2:41]4)=[O:38])=[CH:23][CH:24]=3)[C:14]2=[O:26])=[CH:10][CH:11]=1. The product is COC(CCC1=CC=C(C=C1)CN1C(C(=CC=C1)C1=CC=C(C=C1)NC(=O)N1CCC2=CC=CC=C12)=O)=O (3-[4-(3-{4-[(1-2,3-Dihydroindol-1-ylmethanoyl)amino]phenyl}-2-oxo-2H-pyridin-1-ylmethyl)phenyl]propionic acid methyl ester). Reactants: CC1(C)OB(c2ccc(C#N)cc2)OC1(C)C, COC(=O)c1cc(Br)ccc1NC(=O)COCC(=O)N1CCN(C(c2ccccc2)c2ccccc2)CC1. The product is COC(=O)c1cc(-c2ccc(C#N)cc2)ccc1NC(=O)COCC(=O)N1CCN(C(c2ccccc2)c2ccccc2)CC1. RXN SMILES: [CH3:39][C:40]1([CH3:41])[C:42]([CH3:43])([CH3:44])[O:45][B:46]([c:47]2[cH:48][cH:49][c:50]([C:51]#[N:52])[cH:53][cH:54]2)[O:55]1.[CH:1]([c:2]1[cH:3][cH:4][cH:5][cH:6][cH:7]1)([c:8]1[cH:9][cH:10][cH:11][cH:12][cH:13]1)[N:14]1[CH2:15][CH2:16][N:17]([C:20]([CH2:21][O:22][CH2:23][C:24](=[O:25])[NH:26][c:27]2[c:28]([C:29](=[O:30])[O:31][CH3:32])[cH:33][c:34]([Br:37])[cH:35][cH:36]2)=[O:38])[CH2:18][CH2:19]1>>[CH:1]([c:2]1[cH:3][cH:4][cH:5][cH:6][cH:7]1)([c:8]1[cH:9][cH:10][cH:11][cH:12][cH:13]1)[N:14]1[CH2:15][CH2:16][N:17]([C:20]([CH2:21][O:22][CH2:23][C:24](=[O:25])[NH:26][c:27]2[c:28]([C:29](=[O:30])[O:31][CH3:32])[cH:33][c:34](-[c:47]3[cH:48][cH:49][c:50]([C:51]#[N:52])[cH:53][cH:54]3)[cH:35][cH:36]2)=[O:38])[CH2:18][CH2:19]1. Starting materials: C(C)OC(=O)C1=CC2=C(S1)C=C(C=C2)C(F)C(N)=O (6-(carbamoyl-fluoro-methyl)-benzo[b]thiophene-2-carboxylic acid ethyl ester), [Li+].[OH-] (LiOH), Cl (HCl), resultant solution. Run in CO.C1CCOC1 (MeOH THF). The product is C(N)(=O)C(C=1C=CC2=C(SC(=C2)C(=O)O)C1)F (6-(Carbamoyl-fluoro-methyl)-benzo[b]thiophene-2-carboxylic acid). As a reaction SMILES: C([O:3][C:4]([C:6]1[S:10][C:9]2[CH:11]=[C:12]([CH:15]([C:17](=[O:19])[NH2:18])[F:16])[CH:13]=[CH:14][C:8]=2[CH:7]=1)=[O:5])C.[Li+].[OH-].Cl>CO.C1COCC1>[C:17]([CH:15]([F:16])[C:12]1[CH:13]=[CH:14][C:8]2[CH:7]=[C:6]([C:4]([OH:5])=[O:3])[S:10][C:9]=2[CH:11]=1)(=[O:19])[NH2:18] |f:1.2,4.5|. Reported procedure: To a solution of 6-(carbamoyl-fluoro-methyl)-benzo[b]thiophene-2-carboxylic acid ethyl ester (295 mg, 1.05 mmol) in MeOH/THF (1.5/6 mL) was added 1M LiOH (1.16 mL). The resultant solution was stirred overnight and 1N HCl was added dropwise to acidify (˜2 mL). The solvent was removed in vacuo and the solid was used without further purification. cal'd 254 (MH+), exp 254 (MH+). Reactants: C(C)(C)(C)OC(=O)N([C@H](C)C(=O)O)C (N-(tert-butyloxycarbonyl)-N-methyl-D-alanine), β-4-fluorophenyl, N (ammonia), methanesulfonate salt, FC1=CC=C(C=C1)CCCN (3-(4-fluorophenyl)propylamine), FC1=CC=C(C=O)C=C1 (4-fluorobenzaldehyde), C(#N)CC(=O)O (cyanoacetic acid), C(C=C)#N (acrylonitrile). Reagents/catalysts: [Ni] (Raney nickel), N1CCCCC1 (piperidine). Solvent: N1=CC=CC=C1 (pyridine). Yields the product N#N.C(C)(C)(C)OC(=O)N([C@H](C)C(=O)NCCCC1=CC=C(C=C1)F)C (N2 (tert-butyloxycarbonyl)-N2 -methyl-N-[3-(4-fluorophenyl)propyl]-D-alaninamide). RXN SMILES: [C:1]([O:5][C:6]([N:8]([CH3:14])[C@@H:9]([C:11]([OH:13])=O)[CH3:10])=[O:7])([CH3:4])([CH3:3])[CH3:2].[F:15][C:16]1[CH:21]=[CH:20][C:19]([CH2:22][CH2:23][CH2:24][NH2:25])=[CH:18][CH:17]=1.FC1C=CC(C=O)=CC=1.C(CC(O)=O)#N.C(#N)C=C.[NH3:45]>N1CCCCC1.[Ni].N1C=CC=CC=1>[N:45]#[N:8].[C:1]([O:5][C:6]([N:8]([CH3:14])[C@@H:9]([C:11]([NH:25][CH2:24][CH2:23][CH2:22][C:19]1[CH:18]=[CH:17][C:16]([F:15])=[CH:21][CH:20]=1)=[O:13])[CH3:10])=[O:7])([CH3:2])([CH3:3])[CH3:4] |f:9.10|. Procedure: By the method of part A of Example 3 N-(tert-butyloxycarbonyl)-N-methyl-D-alanine (2.03 g.) was condensed with 3-(4-fluorophenyl)propylamine (prepared by condensing 4-fluorobenzaldehyde with cyanoacetic acid in refluxing pyridine using piperidine as catalyst and hydrogenating the resulting β-4-fluorophenyl)acrylonitrile in ethanolic ammonia under high pressure using Raney nickel catalyst, m.r. of methanesulfonate salt 129°-131° C.; 2.49 g.), affording N2 -(tert-butyloxycarbonyl)-N2 -methyl-N-[3-... Reactants: [BH4-], CCO, CCOC(=O)c1ncc(C=Cc2ccccc2)o1, [Ca+2], [Cl-], [Cl-], [Na+]. The product is OCc1ncc(C=Cc2ccccc2)o1. Reaction SMILES: [BH4-:19].[CH3:24][CH2:25][OH:26].[CH:1](=[CH:2][c:3]1[cH:4][cH:5][cH:6][cH:7][cH:8]1)[c:9]1[cH:10][n:11][c:12]([C:14](=[O:15])[O:16][CH2:17][CH3:18])[o:13]1.[Ca+2:23].[Cl-:21].[Cl-:22].[Na+:20]>>[CH:1](=[CH:2][c:3]1[cH:4][cH:5][cH:6][cH:7][cH:8]1)[c:9]1[cH:10][n:11][c:12]([CH2:14][OH:15])[o:13]1. Starting materials: CCC(C=O)NC(=O)OC(C)(C)C, C1CCOC1, [Li]CCCC, c1nnc(C2CC2)o1. Yields the product CCC(NC(=O)OC(C)(C)C)C(O)c1nnc(C2CC2)o1. RXN SMILES: [C:14]([CH3:15])([CH3:16])([CH3:17])[O:18][C:19]([NH:20][CH:21]([CH2:22][CH3:23])[CH:24]=[O:25])=[O:26].[CH2:27]1[O:28][CH2:29][CH2:30][CH2:31]1.[CH3:9][CH2:10][CH2:11][CH2:12][Li:13].[CH:1]1([c:4]2[o:5][cH:6][n:7][n:8]2)[CH2:2][CH2:3]1>>[CH:1]1([c:4]2[o:5][c:6]([CH:24]([CH:21]([NH:20][C:19]([O:18][C:14]([CH3:15])([CH3:16])[CH3:17])=[O:26])[CH2:22][CH3:23])[OH:25])[n:7][n:8]2)[CH2:2][CH2:3]1. Run in C(C)O (ethanol). The product is N(C1=CC=CC=C1)C1=C(C=CC=C1)C (2-anilinotoluene). Procedure details: 2-Bromotoluene (2 mmol) is heated to 230° C. for 6 hours with aniline (20 mmol) in the presence of [(C6H5)2PCH2]2Ni(CO)2 (0.2 mmol) using ethanol (1.2 mL) as the solvent in a sealed tube to form 2-anilinotoluene. 2-Anilinotoluene is oxidized with potassium permaganate in water to form 2-anilinobenzoic acid. (See Cramer, et al., J. Org. Chem. (1975), 40:2267). Starting materials: BrC1=C(C=CC=C1)C (2-Bromotoluene), NC1=CC=CC=C1 (aniline), [(C6H5)2PCH2]2Ni(CO)2. Reaction SMILES: Br[C:2]1[CH:7]=[CH:6][CH:5]=[CH:4][C:3]=1[CH3:8].[NH2:9][C:10]1[CH:15]=[CH:14][CH:13]=[CH:12][CH:11]=1>C(O)C>[NH:9]([C:2]1[CH:7]=[CH:6][CH:5]=[CH:4][C:3]=1[CH3:8])[C:10]1[CH:15]=[CH:14][CH:13]=[CH:12][CH:11]=1. The reactants are Cl.N(C(=N)N)CCCOC1=CC=C2CC(C(NC2=C1)=O)CC(=O)O ([7-(3-guanidino-propoxy)-2-oxo-1,2,3,4-tetrahydro-quinolin-3-yl]-acetic acid hydrochloride), C1(=CC=C(C=C1)S(=O)(=O)N)C (para-toluenesulfonamide), Cl.CN(CCCN=C=NCC)C (1-[3-(dimethylamino)-propyl]-3-ethylcarbodiimide hydrochloride), CN(C)C1=NC=CC=C1 (dimethylaminopyridine). The solvent is CN(C)C=O (DMF). Run at time 21 day. The product is CC1=CC=C(C=C1)S(=O)(=O)NC(CC1C(NC2=CC(=CC=C2C1)OCCCNC(=N)N)=O)=O (4-Methyl-N-{[7-(3-guanidino-propoxy)-2-oxo-1,2,3,4-tetrahydro-quinolin-3-yl]-acetyl}-benzenesulfonamide). Yield: 6.1%. Reaction SMILES: Cl.[NH:2]([CH2:6][CH2:7][CH2:8][O:9][C:10]1[CH:19]=[C:18]2[C:13]([CH2:14][CH:15]([CH2:21][C:22]([OH:24])=O)[C:16](=[O:20])[NH:17]2)=[CH:12][CH:11]=1)[C:3]([NH2:5])=[NH:4].[C:25]1([CH3:35])[CH:30]=[CH:29][C:28]([S:31]([NH2:34])(=[O:33])=[O:32])=[CH:27][CH:26]=1.Cl.CN(C)CCCN=C=NCC.CN(C1C=CC=CN=1)C>CN(C=O)C>[CH3:35][C:25]1[CH:26]=[CH:27][C:28]([S:31]([NH:34][C:22](=[O:24])[CH2:21][CH:15]2[CH2:14][C:13]3[C:18](=[CH:19][C:10]([O:9][CH2:8][CH2:7][CH2:6][NH:2][C:3]([NH2:5])=[NH:4])=[CH:11][CH:12]=3)[NH:17][C:16]2=[O:20])(=[O:33])=[O:32])=[CH:29][CH:30]=1 |f:0.1,3.4|. Reported procedure: To [7-(3-guanidino-propoxy)-2-oxo-1,2,3,4-tetrahydro-quinolin-3-yl]-acetic acid hydrochloride (0.90 g) was added para-toluenesulfonamide (0.65 g), 1-[3-(dimethylamino)-propyl]-3-ethylcarbodiimide hydrochloride (0.73 g), dimethylaminopyridine (0.05 g), and DMF (40 mL) and the resulting slurry formed a solution as it was stirred under N2 at room temperature for 21 days. The DMF was removed by vacuum distillation. The golden oil was triturated with CH2Cl2 (25 mL) followed by EtOAc (25 mL). The resu...